From a dataset of the Open Reaction Database (ORD), a public repository of structured organic reaction records. describe an organic reaction: reactants, conditions, products, and yield Starting materials: N(=[N+]=[N-])CCOCCON1C(C2=CC=CC=C2C1=O)=O (2-(2-(2-azidoethoxy)ethoxy)isoindoline-1,3-dione), NN (hydrazine). Solvent: CO (methanol). Run at time 2 hour. Product: N(=[N+]=[N-])CCOCCON (O-(2-(2-azidoethoxy)ethyl)hydroxylamine). Isolated yield 58.8%. As a reaction SMILES: [N:1]([CH2:4][CH2:5][O:6][CH2:7][CH2:8][O:9][N:10]1C(=O)C2C(=CC=CC=2)C1=O)=[N+:2]=[N-:3].NN>CO>[N:1]([CH2:4][CH2:5][O:6][CH2:7][CH2:8][O:9][NH2:10])=[N+:2]=[N-:3]. Procedure: To a solution of 2-(2-(2-azidoethoxy)ethoxy)isoindoline-1,3-dione (43 mg, 0.17 mmol) in 0.8 mL of methanol was added hydrazine (5.5 mg, 0.17 mmol), and the resulting mixture was allowed to stir at room temperature for 2 h. Solvent was removed under reduced pressure, the crude product was purified by silica gel column chromatography (hexanes: ethyl acetate 1:2) to afford O-(2-(2-azidoethoxy)ethyl)hydroxylamine (15 mg, 0.10 mmol, 60%) as colorless oil. 1H NMR (CDCl3, 500 MHz) δ (ppm): 3.38 (t, J=4... Starting materials: C(C)(C)(C)OC(=O)NC(=NC1=CC(=CC=C1)OC1=NC=CC(=C1)C)NC(=O)OC(C)(C)C (N,N′-bis(tert-butoxycarbonyl)-N″-(3-(4-methylpyridin-2-yloxy)phenyl)guanidine), Cl (hydrogen chloride). Reaction SMILES: C(OC([NH:8][C:9]([NH:25]C(OC(C)(C)C)=O)=[N:10][C:11]1[CH:16]=[CH:15][CH:14]=[C:13]([O:17][C:18]2[CH:23]=[C:22]([CH3:24])[CH:21]=[CH:20][N:19]=2)[CH:12]=1)=O)(C)(C)C.[ClH:33]>ClCCl.C(O)C.O1CCOCC1>[ClH:33].[ClH:33].[CH3:24][C:22]1[CH:21]=[CH:20][N:19]=[C:18]([O:17][C:13]2[CH:12]=[C:11]([NH:10][C:9]([NH2:25])=[NH:8])[CH:16]=[CH:15][CH:14]=2)[CH:23]=1 |f:5.6.7|. Procedure details: To a solution of N,N′-bis(tert-butoxycarbonyl)-N″-(3-(4-methylpyridin-2-yloxy)phenyl)guanidine (0.2 g) in dichloromethane (2 ml) and ethanol (2 ml) was added a solution of hydrogen chloride in 1,4-dioxane (4N, 4 ml), and the mixture was stirred at room temperature for 7 hours. The solvent was evaporated under reduced pressure. To the residue was added 20% ethanol in ethyl acetate (20 ml), and the resultant precipitate was collected by filtration and dried under reduced pressure to give (3-(4-met... Reaction conditions: time 7 hour. The product is Cl.Cl.CC1=CC(=NC=C1)OC=1C=C(C=CC1)NC(=N)N ((3-(4-methylpyridin-2-yloxy)-phenyl)guanidine dihydrochloride). The solvent is ClCCl (dichloromethane), C(C)O (ethanol), O1CCOCC1 (1,4-dioxane). Reactants: N1C=NC=C1 (imidazole), OC=1C=C(C(=O)O)C=CC1 (3-hydroxybenzoic acid), C1(=CC=CC=C1)[Si](C(C)(C)C)(C1=CC=CC=C1)Cl (diphenyl-(2-methylprop-2-yl)silyl chloride). Run in CN(C=O)C (dimethylformamide). Conditions: time 16 hour. The product is OC=1C=C(C(=O)O[Si](C(C)(C)C)(C2=CC=CC=C2)C2=CC=CC=C2)C=CC1 (Diphenyl-(2-methylprop-2-yl)silyl 3-hydroxybenzoate). Yield: 52.6%. As a reaction SMILES: [OH:1][C:2]1[CH:3]=[C:4]([CH:8]=[CH:9][CH:10]=1)[C:5]([OH:7])=[O:6].N1C=CN=C1.[C:16]1([Si:22](Cl)([C:27]2[CH:32]=[CH:31][CH:30]=[CH:29][CH:28]=2)[C:23]([CH3:26])([CH3:25])[CH3:24])[CH:21]=[CH:20][CH:19]=[CH:18][CH:17]=1>CN(C)C=O>[OH:1][C:2]1[CH:3]=[C:4]([CH:8]=[CH:9][CH:10]=1)[C:5]([O:7][Si:22]([C:16]1[CH:21]=[CH:20][CH:19]=[CH:18][CH:17]=1)([C:27]1[CH:28]=[CH:29][CH:30]=[CH:31][CH:32]=1)[C:23]([CH3:26])([CH3:24])[CH3:25])=[O:6]. Procedure details: To stirred solution of 50.4 g of 3-hydroxybenzoic acid in 200 ml of dry dimethylformamide at 0° C. was added 24.85 g of imidazole, followed by 100 g of diphenyl-(2-methylprop-2-yl)silyl chloride. The mixture was stirred at room temperature for 16 hours, and partitioned between ethyl acetate and cold water. The organic layer was washed with water, with an aqueous potassium hydrogen carbonate solution and with brine, was dried over anhydrous magnesium sulphate and evaporated to dryness. The result... Starting materials: C(C1=CC=CC=C1)OC(=O)N[C@H](C(=O)OC(C)(C)C)CCCNC1CCN(CC1)C1=CC=NC=C1 (tert. butyl (S)-2-(benzyloxycarbonyl)amino-5-[1-(4-pyridyl)piperidin-4-yl]aminopentanoate), C(C)(=O)O (acetic acid), [H][H] (hydrogen). Reagents/catalysts: [Pd] (Pd). Solvent: CO (methanol). Reaction conditions: time 4 hour. Yields the product C(C)(=O)O.C(C)(=O)O.C(C)(=O)O.N[C@H](C(=O)OC(C)(C)C)CCCNC1CCN(CC1)C1=CC=NC=C1 (tert. butyl (S)-2-amino-5-[1-(4-pyridyl)piperidin-4-yl]aminopentanoate, triacetate salt). As a reaction SMILES: C(OC([NH:11][C@@H:12]([CH2:20][CH2:21][CH2:22][NH:23][CH:24]1[CH2:29][CH2:28][N:27]([C:30]2[CH:35]=[CH:34][N:33]=[CH:32][CH:31]=2)[CH2:26][CH2:25]1)[C:13]([O:15][C:16]([CH3:19])([CH3:18])[CH3:17])=[O:14])=O)C1C=CC=CC=1.[C:36]([OH:39])(=[O:38])[CH3:37].[H][H]>CO.[Pd]>[C:13]([OH:15])(=[O:14])[CH3:12].[C:36]([OH:39])(=[O:38])[CH3:37].[C:13]([OH:15])(=[O:14])[CH3:12].[NH2:11][C@@H:12]([CH2:20][CH2:21][CH2:22][NH:23][CH:24]1[CH2:29][CH2:28][N:27]([C:30]2[CH:31]=[CH:32][N:33]=[CH:34][CH:35]=2)[CH2:26][CH2:25]1)[C:13]([O:15][C:16]([CH3:19])([CH3:17])[CH3:18])=[O:14] |f:5.6.7.8|. Reported procedure: To a solution of the product of step (iii) (1.34 g) and acetic acid (0.48 ml) in methanol under argon was added 10% Pd on C (100 mg). The mixture was covered with a blanket of hydrogen and stirred at room temperature for 4 hr. The catalyst was then removed by filtration through a pad of kieselguhr and the pH of the filtrate was adjusted to 4 by addition of acetic acid. To this mixture, under argon, was then added a further quantity of 10% Pd on C (100 mg)., it was covered again with hydrogen and... Reactants: BrCCCBr, O=C([O-])[O-], CN(C)C=O, CCCNC(=O)Nc1ccc(Oc2ncnc3cc(O)c(OC)cc23)cc1Cl, [K+], [K+]. Yields the product CCCNC(=O)Nc1ccc(Oc2ncnc3cc(OCCCBr)c(OC)cc23)cc1Cl. RXN SMILES: [Br:35][CH2:36][CH2:37][CH2:38][Br:39].[C:29](=[O:30])([O-:31])[O-:32].[CH3:40][N:41]([CH3:42])[CH:43]=[O:44].[Cl:1][c:2]1[c:3]([NH:22][C:23](=[O:24])[NH:25][CH2:26][CH2:27][CH3:28])[cH:4][cH:5][c:6]([O:8][c:9]2[n:10][cH:11][n:12][c:13]3[cH:14][c:15]([OH:21])[c:16]([O:19][CH3:20])[cH:17][c:18]23)[cH:7]1.[K+:33].[K+:34]>>[Cl:1][c:2]1[c:3]([NH:22][C:23](=[O:24])[NH:25][CH2:26][CH2:27][CH3:28])[cH:4][cH:5][c:6]([O:8][c:9]2[n:10][cH:11][n:12][c:13]3[cH:14][c:15]([O:21][CH2:38][CH2:37][CH2:36][Br:35])[c:16]([O:19][CH3:20])[cH:17][c:18]23)[cH:7]1. Starting materials: CCO, Cl, CC(C)(C)OC(=O)N1CCC2(CC2)C(F)(F)C1. Yields the product Cl, FC1(F)CNCCC12CC2. As a reaction SMILES: [CH3:19][CH2:20][OH:21].[ClH:1].[F:2][C:3]1([F:18])[C:4]2([CH2:5][CH2:6]2)[CH2:7][CH2:8][N:9]([C:11]([O:12][C:13]([CH3:14])([CH3:15])[CH3:16])=[O:17])[CH2:10]1>>[ClH:1].[F:2][C:3]1([F:18])[C:4]2([CH2:5][CH2:6]2)[CH2:7][CH2:8][NH:9][CH2:10]1. The reactants are C(C)(C)(C)OC(=O)N1CCC(CC1)=O (1-(tert-Butoxycarbonyl)-4-piperidone), COC1=CC(=CC=C1)N (m-anisidine). Yields the product COC1=CC(=CC=C1)NC1CCN(CC1)C(=O)OC(C)(C)C (4-(m-Anisidino)-1-(tert-butoxycarbonyl)piperidine). Reaction SMILES: [C:1]([O:5][C:6]([N:8]1[CH2:13][CH2:12][C:11](=O)[CH2:10][CH2:9]1)=[O:7])([CH3:4])([CH3:3])[CH3:2].[CH3:15][O:16][C:17]1[CH:22]=[CH:21][CH:20]=[C:19]([NH2:23])[CH:18]=1>>[CH3:15][O:16][C:17]1[CH:22]=[CH:21][CH:20]=[C:19]([NH:23][CH:11]2[CH2:12][CH2:13][N:8]([C:6]([O:5][C:1]([CH3:4])([CH3:3])[CH3:2])=[O:7])[CH2:9][CH2:10]2)[CH:18]=1. Procedure details: 1-(tert-Butoxycarbonyl)-4-piperidone (4.78 g) and m-anisidine (2.96 g) were condensed in the same manner as described in Preparation Example 37 to give the title compound.